From a dataset of the Open Reaction Database (ORD), a public repository of structured organic reaction records. describe an organic reaction: reactants, conditions, products, and yield Reactants: [OH-].[Na+] (sodium hydroxide), C(C)OC(C(CCCCCCCCC)OC1=CC=C(C=C1)C1=CCCCCC1)=O (α-[p-(1-cycloheptenyl)-phenoxy]-undecanoic acid ethyl ester). Solvent: C(C)O (ethanol). Conditions: time 2 hour. The product is C1(=CCCCCC1)C1=CC=C(OC(C(=O)O)CCCCCCCCC)C=C1 (α-[p-(1-cycloheptenyl)-phenoxy]-undecanoic acid). RXN SMILES: [OH-].[Na+].C([O:5][C:6](=[O:31])[CH:7]([O:17][C:18]1[CH:23]=[CH:22][C:21]([C:24]2[CH2:30][CH2:29][CH2:28][CH2:27][CH2:26][CH:25]=2)=[CH:20][CH:19]=1)[CH2:8][CH2:9][CH2:10][CH2:11][CH2:12][CH2:13][CH2:14][CH2:15][CH3:16])C>C(O)C>[C:24]1([C:21]2[CH:20]=[CH:19][C:18]([O:17][CH:7]([CH2:8][CH2:9][CH2:10][CH2:11][CH2:12][CH2:13][CH2:14][CH2:15][CH3:16])[C:6]([OH:31])=[O:5])=[CH:23][CH:22]=2)[CH2:30][CH2:29][CH2:28][CH2:27][CH2:26][CH:25]=1 |f:0.1|. Procedure: 100 ml of 2N sodium hydroxide solution are added to 27 g of α-[p-(1-cycloheptenyl)-phenoxy]-undecanoic acid ethyl ester in 150 ml of ethanol and the mixture is stirred for 2 hours at room temperature. The ethanol is removed in vacuo and the residue is partitioned between 2 N hydrochloric acid and ether. The organic phases are washed until neutral, dried over sodium sulphate and concentrated by evaporation in vacuo. Distillation of the residue at 0.04 mm gives α-[p-(1-cycloheptenyl)-phenoxy]-unde... Starting materials: CO, Cc1nc2ccc(Cl)nn2c1S(N)(=O)=O. The product is COc1ccc2nc(C)c(S(N)(=O)=O)n2n1. As a reaction SMILES: [CH3:16][OH:17].[Cl:1][c:2]1[cH:3][cH:4][c:5]2[n:6]([n:7]1)[c:8]([S:12](=[O:13])(=[O:14])[NH2:15])[c:9]([CH3:11])[n:10]2>>[c:2]1([O:17][CH3:16])[cH:3][cH:4][c:5]2[n:6]([n:7]1)[c:8]([S:12](=[O:13])(=[O:14])[NH2:15])[c:9]([CH3:11])[n:10]2. The reactants are COc1ccc(CN2C(=O)C(C)(C)OCC2(C)c2cccc(Br)c2)cc1, O=C([O-])O, COc1ccccc1, [Na+], O=S(=O)(O)C(F)(F)F, O=C(O)C(F)(F)F. The product is CC1(C)OCC(C)(c2cccc(Br)c2)NC1=O. As a reaction SMILES: [Br:1][c:2]1[cH:3][c:4]([C:8]2([CH3:26])[N:9]([CH2:17][c:18]3[cH:19][cH:20][c:21]([O:22][CH3:23])[cH:24][cH:25]3)[C:10](=[O:16])[C:11]([CH3:14])([CH3:15])[O:12][CH2:13]2)[cH:5][cH:6][cH:7]1.[C:43](=[O:44])([O-:45])[OH:46].[CH3:27][O:28][c:29]1[cH:30][cH:31][cH:32][cH:33][cH:34]1.[Na+:47].[OH:35][S:36]([C:37]([F:38])([F:39])[F:40])(=[O:41])=[O:42].[OH:48][C:49]([C:50]([F:51])([F:52])[F:53])=[O:54]>>[Br:1][c:2]1[cH:3][c:4]([C:8]2([CH3:26])[NH:9][C:10](=[O:16])[C:11]([CH3:14])([CH3:15])[O:12][CH2:13]2)[cH:5][cH:6][cH:7]1. Starting materials: O=C([O-])[O-], CN(C)C(=O)Cc1ccccc1I, [Cu], [Cu]I, Nc1c(F)c(F)c(-c2ccccc2)c(F)c1F, [K+], [K+]. Product: CN(C)C(=O)Cc1ccccc1Nc1c(F)c(F)c(-c2ccccc2)c(F)c1F. As a reaction SMILES: [C:31](=[O:32])([O-:33])[O-:34].[CH3:1][N:2]([C:3]([CH2:4][c:5]1[c:6]([I:11])[cH:7][cH:8][cH:9][cH:10]1)=[O:12])[CH3:13].[Cu:37].[Cu:38][I:39].[F:14][c:15]1[c:16]([NH2:17])[c:18]([F:30])[c:19]([F:29])[c:20](-[c:23]2[cH:24][cH:25][cH:26][cH:27][cH:28]2)[c:21]1[F:22].[K+:35].[K+:36]>>[CH3:1][N:2]([C:3]([CH2:4][c:5]1[c:6]([NH:17][c:16]2[c:15]([F:14])[c:21]([F:22])[c:20](-[c:23]3[cH:24][cH:25][cH:26][cH:27][cH:28]3)[c:19]([F:29])[c:18]2[F:30])[cH:7][cH:8][cH:9][cH:10]1)=[O:12])[CH3:13].